This data is from the Open Reaction Database (ORD), a public repository of structured organic reaction records. The task is: describe an organic reaction: reactants, conditions, products, and yield Starting materials: O(C1=CC=CC=C1)C1=CC=C(C=C1)NN ((4-phenoxyphenyl)hydrazine), C(C1=CC=CC=C1)=O (benzaldehyde). The solvent is CO (methanol). Product: C(C1=CC=CC=C1)=NNC1=CC=C(C=C1)OC1=CC=CC=C1 (N-Benzylidene-N′-(4-phenoxyphenyl)hydrazine). RXN SMILES: [O:1]([C:8]1[CH:13]=[CH:12][C:11]([NH:14][NH2:15])=[CH:10][CH:9]=1)[C:2]1[CH:7]=[CH:6][CH:5]=[CH:4][CH:3]=1.[CH:16](=O)[C:17]1[CH:22]=[CH:21][CH:20]=[CH:19][CH:18]=1>CO>[CH:16](=[N:15][NH:14][C:11]1[CH:12]=[CH:13][C:8]([O:1][C:2]2[CH:3]=[CH:4][CH:5]=[CH:6][CH:7]=2)=[CH:9][CH:10]=1)[C:17]1[CH:22]=[CH:21][CH:20]=[CH:19][CH:18]=1. Procedure details: A suspension of (4-phenoxyphenyl)hydrazine (J. Org. Chem. 1956, 395; 1.5 g) in methanol (10 mL) was mixed with benzaldehyde (0.76 mL) and heated to reflux. The crystals which separated out on cooling were filtered off with suction. The product with the molecular weight of 288.35 (C19H16N2O); MS (ESI): 289 ([M+H]+), was obtained in this way. Reactants: FC1=CC=C(C=C1)S(=O)(=O)N[C@H](C(=O)O)C ((S)-2-(4-fluoro-benzenesulfonylamino)-propionic acid), [Na] (sodium), COC=1C=C(C=CC1)N1CCNCC1 (4-(3-methoxy-phenyl)-piperazine). Product: COC=1C=C(C=CC1)N1CCN(CC1)C1=CC=C(C=C1)S(=O)(=O)N[C@H](C(=O)O)CC1=CC=CC=C1 ((S)-2-{4-[-4-(3-Methoxy-phenyl)-piperazin-1-yl]-benzenesulfonylamino}-3-phenyl-propionic acid). Reaction SMILES: F[C:2]1[CH:7]=[CH:6][C:5]([S:8]([NH:11][C@@H:12]([CH3:16])[C:13]([OH:15])=[O:14])(=[O:10])=[O:9])=[CH:4][CH:3]=1.[Na].[CH3:18][O:19][C:20]1[CH:21]=[C:22]([N:26]2[CH2:31][CH2:30][NH:29][CH2:28][CH2:27]2)[CH:23]=[CH:24][CH:25]=1>>[CH3:18][O:19][C:20]1[CH:21]=[C:22]([N:26]2[CH2:31][CH2:30][N:29]([C:2]3[CH:7]=[CH:6][C:5]([S:8]([NH:11][C@@H:12]([CH2:16][C:2]4[CH:7]=[CH:6][CH:5]=[CH:4][CH:3]=4)[C:13]([OH:15])=[O:14])(=[O:10])=[O:9])=[CH:4][CH:3]=3)[CH2:28][CH2:27]2)[CH:23]=[CH:24][CH:25]=1 |^1:16|. Procedure: In a manner similar to Example 3(b), (S)-2-(4-fluoro-benzenesulfonylamino)-propionic acid, sodium salt and 4-(3-methoxy-phenyl)-piperazine were condensed to give the title compound as a pale red-brown solid, mp=137-139° C. The reactants are [OH-].[Li+] (Lithium hydroxide), C(C)(C)(C)OC(=O)NC(C(=O)OC)CN(CC1=CC(=C(C=C1)Cl)Cl)C(=O)OCC1=CC=CC=C1 (Methyl 2-(tert-butoxycarbonylamino)-3-[N-(3,4-dichlorobenzyl) benzyloxycarbonylamino]propionate). Run in O1CCCC1.O (tetrahydrofuran water), Cl (HCl). Run at time 4 hour. The product is C(C)(C)(C)OC(=O)NC(C(=O)O)CN(CC1=CC(=C(C=C1)Cl)Cl)C(=O)OCC1=CC=CC=C1 (2-(tert-Butoxycarbonylamino)-3-[N-(3,4-dichlorobenzyl) benzyloxycarbonylamino]propionic acid). The yield is 101.8%. Reaction SMILES: [OH-].[Li+].[C:3]([O:7][C:8]([NH:10][CH:11]([CH2:16][N:17]([C:27]([O:29][CH2:30][C:31]1[CH:36]=[CH:35][CH:34]=[CH:33][CH:32]=1)=[O:28])[CH2:18][C:19]1[CH:24]=[CH:23][C:22]([Cl:25])=[C:21]([Cl:26])[CH:20]=1)[C:12]([O:14]C)=[O:13])=[O:9])([CH3:6])([CH3:5])[CH3:4]>O1CCCC1.O.Cl>[C:3]([O:7][C:8]([NH:10][CH:11]([CH2:16][N:17]([C:27]([O:29][CH2:30][C:31]1[CH:32]=[CH:33][CH:34]=[CH:35][CH:36]=1)=[O:28])[CH2:18][C:19]1[CH:24]=[CH:23][C:22]([Cl:25])=[C:21]([Cl:26])[CH:20]=1)[C:12]([OH:14])=[O:13])=[O:9])([CH3:6])([CH3:4])[CH3:5] |f:0.1,3.4|. Reported procedure: Lithium hydroxide (62.4 mg) was added to a solution of the product of step (b) (1.0 g) in tetrahydrofuran/water (30 ml). The resulting solution was stirred at room temperature for 4 hours, diluted with 1N HCl (50 ml) and extracted with ethyl acetate (3×50 ml). The combined organic fractions were dried (MgSO4) and the solvent was evaporated under reduced pressure to give the title compound as a colourless foam (990 mg). NMR δH (360 MHz, CDCl3) 1.44 (9H, s), 3,49 (2H, m), 4.51 (3H, m), 5.17 (2H, m... Reactants: C(C)OC(=O)C1CC=C(C(C1C)CC1=CC=C(C=C1)OCCN1CCCCC1)C1=CC=C(C=C1)O (4-(4-Hydroxy-phenyl)-6-methyl-5-[4-(2-piperidin-1-yl-ethoxy)-benzyl]-cyclohex-3-enecarboxylic acid ethyl ester), CC(C)C[AlH]CC(C)C (DIBAL). Solvent: C(Cl)Cl (DCM). Reaction conditions: temperature 0 celsius, time 10 minute. Product: OCC1=CCC(C(C1C)CC1=CC=C(C=C1)OCCN1CCCCC1)C1=CC=C(C=C1)O (4-[4-hydroxymethyl-5-methyl-6-[4-(2-piperidin-1-yl-ethoxy)-benzyl]-cyclohex-3-enyl]-phenol). As a reaction SMILES: C([O:3][C:4]([CH:6]1[CH:11]([CH3:12])[CH:10]([CH2:13][C:14]2[CH:19]=[CH:18][C:17]([O:20][CH2:21][CH2:22][N:23]3[CH2:28][CH2:27][CH2:26][CH2:25][CH2:24]3)=[CH:16][CH:15]=2)[C:9]([C:29]2[CH:34]=[CH:33][C:32]([OH:35])=[CH:31][CH:30]=2)=[CH:8][CH2:7]1)=O)C.CC(C[AlH]CC(C)C)C>C(Cl)Cl>[OH:3][CH2:4][C:6]1[CH:11]([CH3:12])[CH:10]([CH2:13][C:14]2[CH:19]=[CH:18][C:17]([O:20][CH2:21][CH2:22][N:23]3[CH2:24][CH2:25][CH2:26][CH2:27][CH2:28]3)=[CH:16][CH:15]=2)[CH:9]([C:29]2[CH:30]=[CH:31][C:32]([OH:35])=[CH:33][CH:34]=2)[CH2:8][CH:7]=1. Procedure: 4-(4-Hydroxy-phenyl)-6-methyl-5-[4-(2-piperidin-1-yl-ethoxy)-benzyl]-cyclohex-3-enecarboxylic acid ethyl ester (38.4 mg, 0.0803 mmol, 1.0 eq.) in DCM (2 mL) at 0° C. was added DIBAL (1.5 M in toluene, 0.215 mL) and was stirred at 0° C. for 10 min, then at 25° C. for 30 min. The reaction mixture was quenched at 0° C. with brine, extracted with DCM, dried over MgSO4, then purified on SiO2 (15% MeOH/DCM) to yield 4-[4-hydroxymethyl-5-methyl-6-[4-(2-piperidin-1-yl-ethoxy)-benzyl]-cyclohex-3-enyl]-ph... The reactants are B, C1CCOC1, CSC, O=C(O)c1cccc2ccccc12. Yields the product OCc1cccc2ccccc12. Reaction SMILES: [BH3:17].[CH2:18]1[O:19][CH2:20][CH2:21][CH2:22]1.[CH3:14][S:15][CH3:16].[OH:1][C:2](=[O:3])[c:4]1[cH:5][cH:6][cH:7][c:8]2[cH:9][cH:10][cH:11][cH:12][c:13]12>>[OH:1][CH2:2][c:4]1[cH:5][cH:6][cH:7][c:8]2[cH:9][cH:10][cH:11][cH:12][c:13]12. Starting materials: FC(C(=O)O)(F)F.FC1=C(C=CC(=C1)N1C(C=CC=C1)=O)NC(=O)N1C[C@H]([C@@H](C1)C(F)(F)F)CN ((3R,4S)-3-aminomethyl-4-trifluoromethyl-pyrrolidine-1-carboxylic acid[2-fluoro-4-(2-oxo-2H-pyridin-1-yl)-phenyl]-amide trifluoro acetate), ClC1=CC=C(S1)C(=O)O (5-chlorothiophene-2-carboxylic acid). Yields the product FC1=C(C=CC(=C1)N1C(C=CC=C1)=O)NC(=O)N1C[C@H]([C@@H](C1)C(F)(F)F)CNC(=O)C=1SC(=CC1)Cl ((3R,4S)-3-{[(5-chloro-thiophene-2-carbonyl)-amino]-methyl}-4-trifluoromethyl-pyrrolidine-1-carboxy-lic acid[2-fluoro-4-(2-oxo-2H-pyridin-1-yl)-phenyl]-amide). As a reaction SMILES: FC(F)(F)C(O)=O.[F:8][C:9]1[CH:14]=[C:13]([N:15]2[CH:20]=[CH:19][CH:18]=[CH:17][C:16]2=[O:21])[CH:12]=[CH:11][C:10]=1[NH:22][C:23]([N:25]1[CH2:29][C@@H:28]([C:30]([F:33])([F:32])[F:31])[C@H:27]([CH2:34][NH2:35])[CH2:26]1)=[O:24].[Cl:36][C:37]1[S:41][C:40]([C:42](O)=[O:43])=[CH:39][CH:38]=1>>[F:8][C:9]1[CH:14]=[C:13]([N:15]2[CH:20]=[CH:19][CH:18]=[CH:17][C:16]2=[O:21])[CH:12]=[CH:11][C:10]=1[NH:22][C:23]([N:25]1[CH2:29][C@@H:28]([C:30]([F:31])([F:32])[F:33])[C@H:27]([CH2:34][NH:35][C:42]([C:40]2[S:41][C:37]([Cl:36])=[CH:38][CH:39]=2)=[O:43])[CH2:26]1)=[O:24] |f:0.1|. Procedure: 77.3 Using general method E, (3R,4S)-3-aminomethyl-4-trifluoromethyl-pyrrolidine-1-carboxylic acid[2-fluoro-4-(2-oxo-2H-pyridin-1-yl)-phenyl]-amide trifluoro acetate was coupled with 5-chlorothiophene-2-carboxylic acid to give (3R,4S)-3-{[(5-chloro-thiophene-2-carbonyl)-amino]-methyl}-4-trifluoromethyl-pyrrolidine-1-carboxy-lic acid[2-fluoro-4-(2-oxo-2H-pyridin-1-yl)-phenyl]-amide. White solid. MS 443.0 ([M+H]+) Starting materials: O (water), OC1=CC=C(C(=O)OC)C=C1 (methyl 4-hydroxybenzoate), BrCCF (1-bromo-2-fluoroethane), C([O-])([O-])=O.[K+].[K+] (potassium carbonate). Run in CN(C=O)C (N,N-dimethylformamide). Reaction conditions: temperature 70 celsius, time 1 hour. Yields the product FCCOC1=CC=C(C(=O)OC)C=C1 (methyl 4-(2-fluoroethyloxy)benzoate). RXN SMILES: [OH:1][C:2]1[CH:11]=[CH:10][C:5]([C:6]([O:8][CH3:9])=[O:7])=[CH:4][CH:3]=1.Br[CH2:13][CH2:14][F:15].C(=O)([O-])[O-].[K+].[K+].O>CN(C)C=O>[F:15][CH2:14][CH2:13][O:1][C:2]1[CH:3]=[CH:4][C:5]([C:6]([O:8][CH3:9])=[O:7])=[CH:10][CH:11]=1 |f:2.3.4|. Procedure: A mixture of methyl 4-hydroxybenzoate (4.03 g), 1-bromo-2-fluoroethane (5.05 g) and potassium carbonate (10.98 g) in N,N-dimethylformamide (68 ml) was stirred at 70° C. for 1 hour. The reaction mixture was cooled to room temperature, and thereto was added water. The mixture was extracted with ethyl acetate, and the organic layer was washed successively with water and brine, and then dried over magnesium sulfate. The insoluble materials were filtered off, and the filtrate was evaporated under red...